This data is from the Open Reaction Database (ORD), a public repository of structured organic reaction records. The task is: describe an organic reaction: reactants, conditions, products, and yield Starting materials: CN(C)C=O, Cc1cc(O)ccc1CCCCn1ccnn1, FC(F)(F)c1ccc(-c2ccc(CCl)cn2)cc1, [H-], [Na+], O. The product is Cc1cc(OCc2ccc(-c3ccc(C(F)(F)F)cc3)nc2)ccc1CCCCn1ccnn1. As a reaction SMILES: [CH3:39][N:40]([CH3:41])[CH:42]=[O:43].[CH3:3][c:4]1[cH:5][c:6]([OH:19])[cH:7][cH:8][c:9]1[CH2:10][CH2:11][CH2:12][CH2:13][n:14]1[n:15][n:16][cH:17][cH:18]1.[Cl:20][CH2:21][c:22]1[cH:23][cH:24][c:25](-[c:28]2[cH:29][cH:30][c:31]([C:34]([F:35])([F:36])[F:37])[cH:32][cH:33]2)[n:26][cH:27]1.[H-:1].[Na+:2].[OH2:38]>>[CH3:3][c:4]1[cH:5][c:6]([O:19][CH2:21][c:22]2[cH:23][cH:24][c:25](-[c:28]3[cH:29][cH:30][c:31]([C:34]([F:35])([F:36])[F:37])[cH:32][cH:33]3)[n:26][cH:27]2)[cH:7][cH:8][c:9]1[CH2:10][CH2:11][CH2:12][CH2:13][n:14]1[n:15][n:16][cH:17][cH:18]1. Starting materials: N12C[C@@H](C(CC1)CC2)OC([C@@](C=2SC=CC2)(O)C2CCCCC2)=O ((S)-cyclohexyl-hydroxy-thiophen-2-yl-acetic acid (R)-(1-aza-bicyclo[2.2.2]oct-3-yl)ester), C1(CCCCC1)[C@](C(=O)O)(C1=CC=CC=C1)O ((R)-cyclohexyl-hydroxy-phenyl-acetic acid). Product: N12C[C@@H](C(CC1)CC2)OC([C@@](C2=CC=CC=C2)(O)C2CCCCC2)=O ((R)-Cyclohexyl-hydroxy-phenyl-acetic acid (R)-(1-aza-bicyclo[2.2.2]oct-3-yl)ester). Reaction SMILES: [N:1]12[CH2:8][CH2:7][CH:4]([CH2:5][CH2:6]1)[C@@H:3]([O:9][C:10](=[O:24])[C@:11]([CH:18]1[CH2:23][CH2:22][CH2:21][CH2:20][CH2:19]1)([OH:17])[C:12]1S[CH:14]=[CH:15][CH:16]=1)[CH2:2]2.[CH:25]1([C@@](O)(C2C=CC=CC=2)C(O)=O)CCCC[CH2:26]1>>[N:1]12[CH2:8][CH2:7][CH:4]([CH2:5][CH2:6]1)[C@@H:3]([O:9][C:10](=[O:24])[C@:11]([CH:18]1[CH2:23][CH2:22][CH2:21][CH2:20][CH2:19]1)([OH:17])[C:12]1[CH:26]=[CH:25][CH:14]=[CH:15][CH:16]=1)[CH2:2]2. Reported procedure: This compound is prepared analogously to (S)-cyclohexyl-hydroxy-thiophen-2-yl-acetic acid (R)-(1-aza-bicyclo[2.2.2]oct-3-yl)ester by replacing (S)-cyclohexyl-hydroxy-thiophen-2-yl-acetic acid with (R)-cyclohexyl-hydroxy-phenyl-acetic acid.